Dataset: the Open Reaction Database (ORD), a public repository of structured organic reaction records. Task: describe an organic reaction: reactants, conditions, products, and yield Reactants: CC(=O)c1nc(CCl)cs1, [N-]=[N+]=[N-], N#N, [Na+], CN(C)C=O. Yields the product CC(=O)c1nc(CN=[N+]=[N-])cs1. RXN SMILES: [Cl:3][CH2:4][c:5]1[n:6][c:7]([C:10]([CH3:11])=[O:12])[s:8][cH:9]1.[N-:13]=[N+:14]=[N-:15].[N:1]#[N:2].[Na+:16].[O:17]=[CH:18][N:19]([CH3:20])[CH3:21]>>[CH2:4]([c:5]1[n:6][c:7]([C:10]([CH3:11])=[O:12])[s:8][cH:9]1)[N:13]=[N+:14]=[N-:15]. Reactants: C([O-])([O-])=O.[K+].[K+] (potassium carbonate), BrCCCCCC (bromohexane), BrC=1C(=C(C=CC1)O)F (3-bromo-2-fluorophenol). Solvent: CC(=O)C (acetone). Product: BrC1=CC=CC(=C1F)OCCCCCC (6-bromo-2-hexyloxyfluorobenzene). The yield is 86.8%. Reaction SMILES: C(=O)([O-])[O-].[K+].[K+].Br[CH2:8][CH2:9][CH2:10][CH2:11][CH2:12][CH3:13].[Br:14][C:15]1[C:16]([F:22])=[C:17]([OH:21])[CH:18]=[CH:19][CH:20]=1>CC(C)=O>[Br:14][C:15]1[C:16]([F:22])=[C:17]([O:21][CH2:8][CH2:9][CH2:10][CH2:11][CH2:12][CH3:13])[CH:18]=[CH:19][CH:20]=1 |f:0.1.2|. Reported procedure: 117 g of potassium carbonate and 55.6 g of bromohexane are added to a solution of 53.6 g of 3-bromo-2-fluorophenol in 650 ml of acetone, and the mixture is refluxed for 8 hours. The mixture is filtered, evaporated to ⅓ of the original volume and poured into 600 ml of water. The pH is adjusted to 1 using hydrochloric acid, and the mixture is extracted three times with 150 ml of tert-butyl methyl ether each time. The combined organic phases are concentrated under reduced pressure, and the residue ... As a reaction SMILES: [CH2:29]([CH3:30])[O:31][P:32]([O:33][CH2:34][CH3:35])[O:36][CH2:37][CH3:38].[CH3:39][c:40]1[cH:41][cH:42][cH:43][cH:44][cH:45]1.[Cl:1][c:2]1[cH:3][c:4]([CH2:5][Br:6])[cH:7][c:8]([Cl:28])[c:9]1[O:10][c:11]1[cH:12][c:13]([N:18]([SH:19](=[O:20])=[O:21])[N:22]2[CH2:23][CH2:24][CH2:25][CH2:26][CH2:27]2)[c:14]([OH:17])[cH:15][cH:16]1>>[Cl:1][c:2]1[cH:3][c:4]([CH2:5][P:32]([O:31][CH2:29][CH3:30])([O:33][CH2:34][CH3:35])=[O:36])[cH:7][c:8]([Cl:28])[c:9]1[O:10][c:11]1[cH:12][c:13]([N:18]([SH:19](=[O:20])=[O:21])[N:22]2[CH2:23][CH2:24][CH2:25][CH2:26][CH2:27]2)[c:14]([OH:17])[cH:15][cH:16]1. Reactants: CCOP(OCC)OCC, Cc1ccccc1, O=[SH](=O)N(c1cc(Oc2c(Cl)cc(CBr)cc2Cl)ccc1O)N1CCCCC1. The product is CCOP(=O)(Cc1cc(Cl)c(Oc2ccc(O)c(N(N3CCCCC3)[SH](=O)=O)c2)c(Cl)c1)OCC.